This data is from the Open Reaction Database (ORD), a public repository of structured organic reaction records. The task is: describe an organic reaction: reactants, conditions, products, and yield The reactants are [Cl-].[Li+] (lithium chloride), C(C)(C)NC(C)C (diisopropylamine), OC(C(C)N(C(CC)=O)C)C1=CC=CC=C1 (N-(2-hydroxy-1-methyl-2-phenylethyl)-N-methyl propionamide), C(C1=CC=CC=C1)Br (Benzyl bromide), C(CCC)[Li] (n-butyllithium). Run in O1CCCC1 (tetrahydrofuran), O1CCCC1 (tetrahydrofuran). Conditions: temperature -78 celsius, time 1 hour. Yields the product OC(C(C)N(C(CCC1=C(C=CC=C1)C)=O)C)C1=CC=CC=C1 (N-(2-hydroxy-1-methyl-2-phenylethyl)-N,2-dimethyl benzenepropionamide). Yield: 89.7%. Reaction SMILES: [Cl-].[Li+].C(NC(C)C)(C)C.C([Li])CCC.[OH:15][CH:16]([C:25]1[CH:30]=[CH:29][CH:28]=[CH:27][CH:26]=1)[CH:17]([N:19]([CH3:24])[C:20](=[O:23])[CH2:21][CH3:22])[CH3:18].[CH2:31](Br)[C:32]1[CH:37]=[CH:36][CH:35]=[CH:34][CH:33]=1>O1CCCC1>[OH:15][CH:16]([C:25]1[CH:26]=[CH:27][CH:28]=[CH:29][CH:30]=1)[CH:17]([N:19]([CH3:24])[C:20](=[O:23])[CH2:21][CH2:22][C:33]1[CH:34]=[CH:35][CH:36]=[CH:37][C:32]=1[CH3:31])[CH3:18] |f:0.1|. Procedure details: A dry 2 L 3-necked round-bottomed flask was equipped with a mechanical stirrer, and charged with lithium chloride (25.0 g, 596 mmol, 6.0 equiv), diisopropylamine (31.3 mL, 224 mmol, 2.25 equiv), and tetrahydrofuran (120 mL). The suspension was cooled to -78° C., and n-butyllithium (2.43M in hexanes, 85.1 mL, 207 mmol, 2.08 equiv) was added via cannula. After a brief warming to 0° C., it was recooled to -78° C. [S-[R*,R*]]-N-(2-hydroxy-1-methyl-2-phenylethyl)-N-methyl propionamide (22.0 g, 99.41 ... Reactants: FC1=CC=C(C=C1)C1=NC=CC2=C(C=CC=C12)C (1-(4-Fluorophenyl)-5-methylisoquinoline), ClN1C(CCC1=O)=O (N-chlorosuccinimide). The product is FC1=CC=C(C=C1)C1=NC=CC2=C(C=CC=C12)CCl (1-(4-flurophenyl)-5-chloromethylisoquinoline). As a reaction SMILES: [F:1][C:2]1[CH:7]=[CH:6][C:5]([C:8]2[C:17]3[C:12](=[C:13]([CH3:18])[CH:14]=[CH:15][CH:16]=3)[CH:11]=[CH:10][N:9]=2)=[CH:4][CH:3]=1.[Cl:19]N1C(=O)CCC1=O>>[F:1][C:2]1[CH:7]=[CH:6][C:5]([C:8]2[C:17]3[C:12](=[C:13]([CH2:18][Cl:19])[CH:14]=[CH:15][CH:16]=3)[CH:11]=[CH:10][N:9]=2)=[CH:4][CH:3]=1. Procedure: 1-(4-Fluorophenyl)-5-methylisoquinoline was reacted with N-chlorosuccinimide in the same way as in step (a) of Example 2 to afford 1-(4-flurophenyl)-5-chloromethylisoquinoline as colorless needles having a melting point of 109.5° to 111.5° C. The reactants are FC(COC1CCC(CC1)=O)(F)F (4-trifluoroethoxycyclohexanone), [C-]#N.[Na+] (sodium cyanide), S(=O)([O-])OS(=O)[O-].[Na+].[Na+] (sodium disulfite). The solvent is O (water), O (water). Run at temperature 25 celsius, time 30 minute. The product is OC1(CCC(CC1)OCC(F)(F)F)C#N (1-Hydroxy-4-trifluoroethoxycyclohexanecarbonitrile). RXN SMILES: [C-:1]#[N:2].[Na+].[F:4][C:5]([F:16])([F:15])[CH2:6][O:7][CH:8]1[CH2:13][CH2:12][C:11](=[O:14])[CH2:10][CH2:9]1.S(OS([O-])=O)([O-])=O.[Na+].[Na+]>O>[OH:14][C:11]1([C:1]#[N:2])[CH2:10][CH2:9][CH:8]([O:7][CH2:6][C:5]([F:15])([F:16])[F:4])[CH2:13][CH2:12]1 |f:0.1,3.4.5|. Reported procedure: 13.74 g of sodium cyanide are dissolved in 200 ml of water. Over a period of 30 min, 50 g of 4-trifluoroethoxycyclohexanone are then added dropwise at 20-28° C. with slight cooling. The mixture is stirred at 25° C. for 5 minutes, and 31.48 g of sodium disulfite, dissolved in 100 ml of water, are then added dropwise with cooling at 25-30° C. over a period of 30 min. With monitoring by thin-layer chromatography, the mixture is stirred at room temperature. The aqueous phase is extracted 3× with in ...